Task: describe an organic reaction: reactants, conditions, products, and yield. Dataset: the Open Reaction Database (ORD), a public repository of structured organic reaction records Starting materials: OCC(CO)CO (2-(hydroxymethyl)-1,3-propanediol), C1(CCCC1)=O (cyclopentanone). The product is C1CCCC12OCC(CO2)CO (6,10-dioxaspiro[4.5]dec-8-ylmethanol). Isolated yield 87.0%. Reaction SMILES: [OH:1][CH2:2][CH:3]([CH2:6][OH:7])[CH2:4][OH:5].[C:8]1(=O)[CH2:12][CH2:11][CH2:10][CH2:9]1>>[CH2:8]1[C:12]2([O:5][CH2:4][CH:3]([CH2:6][OH:7])[CH2:2][O:1]2)[CH2:11][CH2:10][CH2:9]1. Procedure: The same procedure as in the step (7a) of Example 7 was repeated using 2-(hydroxymethyl)-1,3-propanediol and cyclopentanone to obtain the title compound (2.8 g, yield: 87%) as yellow oil. The reactants are NC1=CC=C(C=N1)C(=O)OC (methyl 6-aminopyridine-3-carboxylate), C(C)(C)N(CC)C(C)C (diisopropylethylamine), CC1=C(C=CC=C1)CC(=O)Cl (2-methylbenzeneacetyl chloride). The solvent is ClCCl (dichloromethane), O (water), ClCCl (dichloromethane), ClCCl (dichloromethane). Run at time 16 hour. The product is CC1=C(C=CC=C1)CC(=O)N(C1=CC=C(C=N1)C(=O)OC)C(CC1=C(C=CC=C1)C)=O (methyl 6-[[bis(2-methylbenzeneacetyl)]amino]pyridine-3-carboxylate), mixture. Reaction SMILES: [NH2:1][C:2]1[N:7]=[CH:6][C:5]([C:8]([O:10][CH3:11])=[O:9])=[CH:4][CH:3]=1.C(N([CH:18]([CH3:20])[CH3:19])CC)(C)C.[CH3:21][C:22]1[CH:27]=[CH:26][CH:25]=[CH:24][C:23]=1[CH2:28][C:29](Cl)=[O:30]>ClCCl.O>[CH3:21][C:22]1[CH:27]=[CH:26][CH:25]=[CH:24][C:23]=1[CH2:28][C:29]([N:1]([C:29](=[O:30])[CH2:28][C:23]1[CH:22]=[CH:27][CH:26]=[CH:20][C:18]=1[CH3:19])[C:2]1[N:7]=[CH:6][C:5]([C:8]([O:10][CH3:11])=[O:9])=[CH:4][CH:3]=1)=[O:30]. Reported procedure: To a chilled solution (0° C.) of 5.0 g of methyl 6-aminopyridine-3-carboxylate and 12.6 ml of diisopropylethylamine in 40 ml of dichloromethane under argon is added 12.2 g of 2-methylbenzeneacetyl chloride in 10 ml of dichloromethane. The mixture is stirred at room temperature 16 hours and diluted with 200 ml of dichloromethane and 50 ml of water. The organic layer is separated and washed with 50 ml each of 1M NaHCO3, brine and dried (Na2SO4). The solution is filtered through a thin pad of hydro... The solvent is ClCCl (dichloromethane). As a reaction SMILES: [F:1][C:2]1[CH:7]=[CH:6][C:5]([C:8]2[S:12][C:11]([NH2:13])=[CH:10][C:9]=2[C:14]2[CH:19]=[CH:18][C:17]([S:20]([CH3:23])(=[O:22])=[O:21])=[CH:16][CH:15]=2)=[CH:4][CH:3]=1.[C:24](OC(=O)C)(=[O:26])[CH3:25]>ClCCl>[F:1][C:2]1[CH:3]=[CH:4][C:5]([C:8]2[S:12][C:11]([NH:13][C:24](=[O:26])[CH3:25])=[CH:10][C:9]=2[C:14]2[CH:19]=[CH:18][C:17]([S:20]([CH3:23])(=[O:22])=[O:21])=[CH:16][CH:15]=2)=[CH:6][CH:7]=1. Run at time 2 hour. The product is FC1=CC=C(C=C1)C1=C(C=C(S1)NC(C)=O)C1=CC=C(C=C1)S(=O)(=O)C (N-{5-(4-fluorophenyl)-4-[4-(methylsulfonyl)phenyl]-2-thienyl}acetamide). Starting materials: FC1=CC=C(C=C1)C1=C(C=C(S1)N)C1=CC=C(C=C1)S(=O)(=O)C (5-(4-fluorophenyl)-4-[4-(methylsulfonyl)phenyl]-2-thiophenamine), C(C)(=O)OC(C)=O (acetic anhydride). Procedure details: A mixture of 5-(4-fluorophenyl)-4-[4-(methylsulfonyl)phenyl]-2-thiophenamine (1.2 g) and acetic anhydride (0.36 ml) in dichloromethane (12 ml) was stirred at ambient temperature for 2 hours, and concentrated under reduced pressure. The residue was purified by column chromatography on silica gel eluting with a mixture of toluene and ethyl acetate (3:1) to give a brown powder of N-{5-(4-fluorophenyl)-4-[4-(methylsulfonyl)phenyl]-2-thienyl}acetamide (0.77 g). Starting materials: CC(C1=CC=CC=C1)N, C1=CN=C(C=N1)Cl. The reagents and catalysts are CC(C)(C)[O-].[Na+], C1=CC=C(C=C1)P(C2=CC=CC=C2)C3=C(C4=CC=CC=C4C=C3)C5=C(C=CC6=CC=CC=C65)P(C7=CC=CC=C7)C8=CC=CC=C8, CC(=O)O.CC(=O)O.[Pd]. Run in CC1=CC=CC=C1. Reaction conditions: temperature 70 celsius. Yields the product CC(C1=CC=CC=C1)NC2=NC=CN=C2. Yield: 42.5%. Procedure: To a solution of 1-phenylethanamine (212 mg, 1.75 mmol) and 2-chloropyrazine (200 mg, 1.75 mmol) in toluene (10 mL) while bubbling N2 was added binap (141 mg, 0.23 mmol), sodium tert-butoxide (235 mg, 2.44 mmol) and palladium(II) acetate (51.0 mg, 0.23 mmol). The reaction mixure was heated at 70 oC for 3 hours. The reaction was concentrated, partitioned between ethyl acetate and water. The aqueous phase was extracted 3 times with ethyl acetate. The combined organic layers were washed with brine,... The reactants are C(=O)C=1C=C(C=NC1)C=1N(C2=CC=CC=C2C1C#N)C (2-(5-formyl-pyridin-3-yl)-1-methyl-1H-indole-3-carbonitrile), FC(S(=O)(=O)N)(F)F (trifluoromethanesulfonamide). Product: C(#N)C1=C(N(C2=CC=CC=C12)C)C=1C=C(C=NC1)CNS(=O)(=O)C(F)(F)F (trifluoromethanesulfonic acid [5-(3-cyano-1-methyl-1H-indol-2-yl)-pyridin-3-ylmethyl]-amide). As a reaction SMILES: [CH:1]([C:3]1[CH:4]=[C:5]([C:9]2[N:10]([CH3:20])[C:11]3[C:16]([C:17]=2[C:18]#[N:19])=[CH:15][CH:14]=[CH:13][CH:12]=3)[CH:6]=[N:7][CH:8]=1)=O.[F:21][C:22]([F:28])([F:27])[S:23]([NH2:26])(=[O:25])=[O:24]>>[C:18]([C:17]1[C:16]2[C:11](=[CH:12][CH:13]=[CH:14][CH:15]=2)[N:10]([CH3:20])[C:9]=1[C:5]1[CH:4]=[C:3]([CH2:1][NH:26][S:23]([C:22]([F:28])([F:27])[F:21])(=[O:25])=[O:24])[CH:8]=[N:7][CH:6]=1)#[N:19]. Reported procedure: 2-(5-Formyl-pyridin-3-yl)-1-methyl-1H-indole-3-carbonitrile (Example 127) and trifluoromethanesulfonamide are processed according to the method described in Example 170 to give trifluoromethanesulfonic acid [5-(3-cyano-1-methyl-1H-indol-2-yl)-pyridin-3-ylmethyl]-amide. 1H NMR (400 MHz, DMSO-d6) δ ppm 3.79 (s, 3H), 4.58 (s, 2H), 7.34-7.39 (m, 1H), 7.42-7.47 (m, 1H), 7.72 (d, J=7.7 Hz, 1H), 7.77 (d, J=8.3 Hz, 1H), 8.10 (t, J=2.1 Hz, 1H), 8.78 (d, J=2.1 Hz, 1H), 8.85 (d, J=2.1 Hz, 1H), 10.19 (br. s... Reactants: [N+](=O)([O-])C=1C=C(CN)C=CC1 (3-nitrobenzylamine), ClC=1N=C(C2=C(N1)SC(=C2Cl)C)Cl (2,4,5-trichloro-6-methyl-thieno-[2,3-d]-pyrimidine). Yields the product ClC=1N=C(C2=C(N1)SC(=C2Cl)C)NCC2=CC(=CC=C2)[N+](=O)[O-] (2,5-dichloro-6-methyl-4-(3-nitrobenzylamino)-thieno-[2,3-d]-pyrimidine). RXN SMILES: [N+:1]([C:4]1[CH:5]=[C:6]([CH:9]=[CH:10][CH:11]=1)[CH2:7][NH2:8])([O-:3])=[O:2].[Cl:12][C:13]1[N:14]=[C:15](Cl)[C:16]2[C:21]([Cl:22])=[C:20]([CH3:23])[S:19][C:17]=2[N:18]=1>>[Cl:12][C:13]1[N:14]=[C:15]([NH:8][CH2:7][C:6]2[CH:9]=[CH:10][CH:11]=[C:4]([N+:1]([O-:3])=[O:2])[CH:5]=2)[C:16]2[C:21]([Cl:22])=[C:20]([CH3:23])[S:19][C:17]=2[N:18]=1. Procedure details: Following the procedure of Example 1, the reaction of 3-nitrobenzylamine with 2,4,5-trichloro-6-methyl-thieno-[2,3-d]-pyrimidine yields 2,5-dichloro-6-methyl-4-(3-nitrobenzylamino)-thieno-[2,3-d]-pyrimidine Reactants: O=C([O-])[O-], ClCCN1CCCC1, Cl, [K+], [K+], CN(C)C=O, Cc1cccc2nc(SCc3ccc(C(=O)c4ccc(O)cc4)cc3)n(C)c(=O)c12. Product: Cl, Cc1cccc2nc(SCc3ccc(C(=O)c4ccc(OCCN5CCCC5)cc4)cc3)n(C)c(=O)c12. RXN SMILES: [C:40](=[O:41])([O-:42])[O-:43].[Cl:32][CH2:33][CH2:34][N:35]1[CH2:36][CH2:37][CH2:38][CH2:39]1.[ClH:31].[K+:44].[K+:45].[O:46]=[CH:47][N:48]([CH3:49])[CH3:50].[OH:1][c:2]1[cH:3][cH:4][c:5]([C:6](=[O:7])[c:8]2[cH:9][cH:10][c:11]([CH2:12][S:13][c:14]3[n:15][c:16]4[cH:17][cH:18][cH:19][c:20]([CH3:26])[c:21]4[c:22](=[O:25])[n:23]3[CH3:24])[cH:27][cH:28]2)[cH:29][cH:30]1>>[ClH:32].[O:1]([c:2]1[cH:3][cH:4][c:5]([C:6](=[O:7])[c:8]2[cH:9][cH:10][c:11]([CH2:12][S:13][c:14]3[n:15][c:16]4[cH:17][cH:18][cH:19][c:20]([CH3:26])[c:21]4[c:22](=[O:25])[n:23]3[CH3:24])[cH:27][cH:28]2)[cH:29][cH:30]1)[CH2:33][CH2:34][N:35]1[CH2:36][CH2:37][CH2:38][CH2:39]1. RXN SMILES: Br[CH2:2][C:3]([N:5]1[CH2:10][CH2:9][N:8]([C:11]2[CH:16]=[CH:15][C:14]([C:17]([O:26]COC)([C:22]([F:25])([F:24])[F:23])[C:18]([F:21])([F:20])[F:19])=[CH:13][C:12]=2[CH2:30][CH2:31][CH3:32])[CH2:7][C@@H:6]1[CH3:33])=[O:4].CC(O[C:38]1[CH:39]=[C:40]([C:44]2([CH3:51])[NH:48][C:47](=[O:49])[NH:46][C:45]2=[O:50])[CH:41]=[CH:42][CH:43]=1)C>>[F:20][C:18]([F:19])([F:21])[C:17]([C:14]1[CH:15]=[CH:16][C:11]([N:8]2[CH2:9][CH2:10][N:5]([C:3](=[O:4])[CH2:2][N:46]3[C:45](=[O:50])[C:44]([C:40]4[CH:39]=[CH:38][C:43]([O:26][CH:17]([CH3:18])[CH3:14])=[CH:42][CH:41]=4)([CH3:51])[NH:48][C:47]3=[O:49])[C@@H:6]([CH3:33])[CH2:7]2)=[C:12]([CH2:30][CH2:31][CH3:32])[CH:13]=1)([OH:26])[C:22]([F:23])([F:25])[F:24]. Starting materials: BrCC(=O)N1[C@H](CN(CC1)C1=C(C=C(C=C1)C(C(F)(F)F)(C(F)(F)F)OCOC)CCC)C ((S)-2-bromo-1-(4-{4-[1,1,1,3,3,3-hexafluoro-2-(methoxymethoxy)propan-2-yl]-2-propylphenyl}-2-methylpiperazin-1-yl)ethanone), CC(C)OC=1C=C(C=CC1)C1(C(NC(N1)=O)=O)C (5-(3-(1-methylethoxy)phenyl)-5-methylimidazolidine-2,4-dione). Product: FC(C(C(F)(F)F)(O)C1=CC(=C(C=C1)N1C[C@@H](N(CC1)C(CN1C(NC(C1=O)(C)C1=CC=C(C=C1)OC(C)C)=O)=O)C)CCC)(F)F (3-(2-{(S)-4-[4-(1,1,1,3,3,3-hexafluoro-2-hydroxypropan-2-yl)-2-propylphenyl]-2-methylpiperazin-1-yl}-2-oxoethyl)-5-[4-(1-methylethoxy)phenyl]-5-methylimidazolidine-2,4-dione). Procedure details: (S)-2-bromo-1-(4-{4-[1,1,1,3,3,3-hexafluoro-2-(methoxymethoxy)propan-2-yl]-2-propylphenyl}-2-methylpiperazin-1-yl)ethanone and 5-(3-(1-methylethoxy)phenyl)-5-methylimidazolidine-2,4-dione were used for a similar reaction and treatment as Examples 14-1 and 15-1, and the title compound was obtained as a yellow oil. Procedure details: 1,2-Dibromoethane (56 mL, 0.66 moles) was added to a mixture of 3-hydroxy-4-methoxybenzaldehyde (10 g, 66 mmoles) and potassium carbonate (45 g, 328 mmoles) in DMF (170 ml) and the resulting mixture was stirred vigorously at room temperature for 16 hours. The mixture was poured into water (0.5 L) and extracted with ethyl acetate (3×200 mL). The combined organic phases were washed with saturated sodium chloride (500 mL), dried over MgSO4 and evaporated in vacuo. The residue was purified by column... The product is BrCCOC=1C=C(C=O)C=CC1OC (3-(2-bromoethoxy)-4-methoxybenzaldehyde). Yield: 57.3%. The solvent is CN(C)C=O (DMF). Reaction SMILES: [Br:1][CH2:2][CH2:3]Br.[OH:5][C:6]1[CH:7]=[C:8]([CH:11]=[CH:12][C:13]=1[O:14][CH3:15])[CH:9]=[O:10].C(=O)([O-])[O-].[K+].[K+].O>CN(C=O)C>[Br:1][CH2:2][CH2:3][O:5][C:6]1[CH:7]=[C:8]([CH:11]=[CH:12][C:13]=1[O:14][CH3:15])[CH:9]=[O:10] |f:2.3.4|. Conditions: time 16 hour. Starting materials: O (water), BrCCBr (1,2-Dibromoethane), OC=1C=C(C=O)C=CC1OC (3-hydroxy-4-methoxybenzaldehyde), C([O-])([O-])=O.[K+].[K+] (potassium carbonate).